Dataset: the Open Reaction Database (ORD), a public repository of structured organic reaction records. Task: describe an organic reaction: reactants, conditions, products, and yield Starting materials: C([O-])(O)=O.[Na+] (sodium bicarbonate), [OH-].[Na+] (sodium hydroxide), COC1=C(C=CC=C1)N1CCN(CC1)CCCC=O (4-[4-(2-Methoxyphenyl)-1-piperazinyl]-butyraldehyde), NC1=CC=CC=2C(C(=C(OC21)C2=CC=CC=C2)C)=O (8-amino-3-methyl-4-oxo-2-phenyl-4H-1-benzopyran), C(C)(=O)O[BH-](OC(C)=O)OC(C)=O.[Na+] (sodium triacetoxyborohydride), Cl (hydrogen chloride). Run in ClCCl (dichloromethane), ClCCCl (1,2-dichloroethane), C(C)(=O)O (acetic acid). Conditions: time 6 hour. The product is O.Cl.COC1=C(C=CC=C1)N1CCN(CC1)CCCCNC1=CC=CC=2C(C(=C(OC21)C2=CC=CC=C2)C)=O.COC2=C(C=CC=C2)N2CCN(CC2)CCCCNC2=CC=CC=1C(C(=C(OC12)C1=CC=CC=C1)C)=O.Cl (8-{4-[4-(2-Methoxyphenyl)-1-piperazinyl]-butylamino}-3-methyl-4-oxo-2-phenyl-4H-1-benzopyran hydrochloride hemihydrate). RXN SMILES: [CH3:1][O:2][C:3]1[CH:8]=[CH:7][CH:6]=[CH:5][C:4]=1[N:9]1[CH2:14][CH2:13][N:12]([CH2:15][CH2:16][CH2:17][CH:18]=O)[CH2:11][CH2:10]1.[NH2:20][C:21]1[C:30]2[O:29][C:28]([C:31]3[CH:36]=[CH:35][CH:34]=[CH:33][CH:32]=3)=[C:27]([CH3:37])[C:26](=[O:38])[C:25]=2[CH:24]=[CH:23][CH:22]=1.C(O[BH-](OC(=O)C)OC(=O)C)(=O)C.[Na+].C(=O)(O)[O-].[Na+].[OH-].[Na+].[ClH:60]>ClCCCl.ClCCl.C(O)(=O)C>[OH2:2].[ClH:60].[CH3:1][O:2][C:3]1[CH:8]=[CH:7][CH:6]=[CH:5][C:4]=1[N:9]1[CH2:10][CH2:11][N:12]([CH2:15][CH2:16][CH2:17][CH2:18][NH:20][C:21]2[C:30]3[O:29][C:28]([C:31]4[CH:32]=[CH:33][CH:34]=[CH:35][CH:36]=4)=[C:27]([CH3:37])[C:26](=[O:38])[C:25]=3[CH:24]=[CH:23][CH:22]=2)[CH2:13][CH2:14]1.[CH3:1][O:2][C:3]1[CH:8]=[CH:7][CH:6]=[CH:5][C:4]=1[N:9]1[CH2:10][CH2:11][N:12]([CH2:15][CH2:16][CH2:17][CH2:18][NH:20][C:21]2[C:30]3[O:29][C:28]([C:31]4[CH:32]=[CH:33][CH:34]=[CH:35][CH:36]=4)=[C:27]([CH3:37])[C:26](=[O:38])[C:25]=3[CH:24]=[CH:23][CH:22]=2)[CH2:13][CH2:14]1.[ClH:60] |f:2.3,4.5,6.7,12.13.14.15.16|. Procedure details: A mixture of 4.5 g of Intermediate XXXIX, 3.9 g of 8-amino-3-methyl-4-oxo-2-phenyl-4H-1-benzopyran, 8.3 g of sodium triacetoxyborohydride and 3.4 ml of acetic acid in 40 ml of 1,2-dichloroethane was stirred for 6 hours at 20°-25° C. 15 ml of 5% aqueous sodium bicarbonate solution was then added, and the mixture was stirred for 10 minutes. The mixture was then made alkaline by addition of 0.5N aqueous sodium hydroxide solution and extracted with dichloromethane. The organic extracts were washed w...